Dataset: the Open Reaction Database (ORD), a public repository of structured organic reaction records. Task: describe an organic reaction: reactants, conditions, products, and yield The reactants are O (water), COC1=CC=C(C(=O)OCC)C=C1 (Ethyl 4-methoxybenzoate), COCCl (methoxymethyl chloride), [Sn](Cl)(Cl)(Cl)Cl (tin (IV) chloride). The solvent is ClCCl (dichloromethane). Conditions: temperature 0 celsius, time 5 hour. Product: ClCC=1C=C(C(=O)OCC)C=CC1OC (ethyl 3-chloromethyl-4-methoxybenzoate). Isolated yield 60.0%. Reaction SMILES: [CH3:1][O:2][C:3]1[CH:13]=[CH:12][C:6]([C:7]([O:9][CH2:10][CH3:11])=[O:8])=[CH:5][CH:4]=1.CO[CH2:16][Cl:17].[Sn](Cl)(Cl)(Cl)Cl.O>ClCCl>[Cl:17][CH2:16][C:4]1[CH:5]=[C:6]([CH:12]=[CH:13][C:3]=1[O:2][CH3:1])[C:7]([O:9][CH2:10][CH3:11])=[O:8]. Procedure details: Ethyl 4-methoxybenzoate (28.0 mL) and 26.0 mL of methoxymethyl chloride were dissolved in 500 mL of dichloromethane, and the solution was cooled to 0° C. To this solution, 10.0 mL of tin (IV) chloride was added dropwise over 15 minutes, and then the mixture was stirred for 5 hours. The reaction mixture was poured into 1 L of water, and the organic layer was separated, whereafter the aqueous layer was extracted twice with dichloromethane. The organic layer was washed with a saturated aqueous solu...